From a dataset of the Open Reaction Database (ORD), a public repository of structured organic reaction records. describe an organic reaction: reactants, conditions, products, and yield Starting materials: C1(CC1)N(S(=O)(=O)C1=CC(=CC=C1)C(F)(F)F)C1CCNCC1 (N-Cyclopropyl-N-piperidin-4-yl-3-trifluoromethyl-benzenesulfonamide), C=1C=CC2=C(C1)N=NN2O (HOBt), CCN=C=NCCCN(C)C (EDCI), C(C)(C)(C)OC(=O)N[C@@H]1[C@@H](CCCC1)C(=O)O (rac-cis-2-(tert-butoxycarbonylamino)-cyclohexanecarboxylic acid). Run in C(Cl)Cl (CH2Cl2), C(Cl)(Cl)Cl (CHCl3). Run at time 12 hour. The product is C(C)(C)(C)OC(N[C@H]1[C@H](CCCC1)C(=O)N1CCC(CC1)N(S(=O)(=O)C1=CC(=CC=C1)C(F)(F)F)C1CC1)=O (rac-((1R,2S)-2-{4-[cyclopropyl-(3-trifluoromethyl-benzenesulfonyl)-amino]-piperidine-1-carbonyl}-cyclohexyl)-carbamic acid tert-butyl ester). Yield: 99.9%. Reaction SMILES: [CH:1]1([N:4]([CH:18]2[CH2:23][CH2:22][NH:21][CH2:20][CH2:19]2)[S:5]([C:8]2[CH:13]=[CH:12][CH:11]=[C:10]([C:14]([F:17])([F:16])[F:15])[CH:9]=2)(=[O:7])=[O:6])[CH2:3][CH2:2]1.C1C=CC2N(O)N=NC=2C=1.CCN=C=NCCCN(C)C.[C:45]([O:49][C:50]([NH:52][C@H:53]1[CH2:58][CH2:57][CH2:56][CH2:55][C@H:54]1[C:59](O)=[O:60])=[O:51])([CH3:48])([CH3:47])[CH3:46]>C(Cl)Cl.C(Cl)(Cl)Cl>[C:45]([O:49][C:50](=[O:51])[NH:52][C@@H:53]1[CH2:58][CH2:57][CH2:56][CH2:55][C@@H:54]1[C:59]([N:21]1[CH2:22][CH2:23][CH:18]([N:4]([CH:1]2[CH2:3][CH2:2]2)[S:5]([C:8]2[CH:13]=[CH:12][CH:11]=[C:10]([C:14]([F:17])([F:15])[F:16])[CH:9]=2)(=[O:6])=[O:7])[CH2:19][CH2:20]1)=[O:60])([CH3:48])([CH3:46])[CH3:47]. Reported procedure: N-Cyclopropyl-N-piperidin-4-yl-3-trifluoromethyl-benzenesulfonamide (0.348 g, 1.00 mmol), HOBt (0.135 g, 1.0 mmol), EDCI (0.230 g, 1.2 mmol) and rac-cis-2-(tert-butoxycarbonylamino)-cyclohexanecarboxylic acid (0.276 g, 1.1 mmol) were dissolved in 5 ml of dry CH2Cl2. The mixture was allowed to stir at room temperature for 12 hours. The reaction mixture was diluted with 30 ml of CHCl3 and washed with 10 ml of H2O. The organic layer was dried over MgSO4 and concentrated to dryness. The crude produc... The yield is 86.6%. Reaction conditions: time 20 hour. Reported procedure: 26.3 g of 2-methyl-1-(4-(trifluoromethyl)phenyl)propan-2-ol was dissolved in 400 mL of methylene chloride, and 25 mL (0.19 mol) of trimethylsilyl azide and 24 mL (0.19 mol) of boron trifluoride diethyl ether complex were added dropwise under cooling with ice. The reaction mixture was stirred at room temperature for 20 hours. After completion of the reaction, the reaction mixture was washed with saturated aqueous sodium hydrogen carbonate and with saturated aqueous sodium chloride successively, d... Solvent: C(Cl)Cl (methylene chloride). The reactants are CC(CC1=CC=C(C=C1)C(F)(F)F)(C)O (2-methyl-1-(4-(trifluoromethyl)phenyl)propan-2-ol), C[Si](C)(C)N=[N+]=[N-] (trimethylsilyl azide). Reaction SMILES: [CH3:1][C:2](O)([CH3:14])[CH2:3][C:4]1[CH:9]=[CH:8][C:7]([C:10]([F:13])([F:12])[F:11])=[CH:6][CH:5]=1.C[Si]([N:20]=[N+:21]=[N-:22])(C)C>C(Cl)Cl>[N:20]([C:2]([CH3:14])([CH3:1])[CH2:3][C:4]1[CH:9]=[CH:8][C:7]([C:10]([F:13])([F:12])[F:11])=[CH:6][CH:5]=1)=[N+:21]=[N-:22]. Yields the product N(=[N+]=[N-])C(CC1=CC=C(C=C1)C(F)(F)F)(C)C (1-(2-azido-2-methylpropyl)-4-(trifluoromethyl)benzene). Reactants: OC(=O)C(F)(F)F.ClC=1C=C(CN2CC(CC3=CC=CC=C23)NC)C=CC1Cl (1-(3,4-dichlorobenzyl)-N-methyl-1,2,3,4-tetrahydroquinolin-3-amine TFA salt), ClC1=C2C(=NC(=N1)N)NN=C2 (4-chloro-1H-pyrazolo[3,4-d]pyrimidin-6-amine), C(C)(C)N(CC)C(C)C (diisopropylethylamine). The solvent is O (water), CC(=O)N(C)C (dimethylacetamide). Run at temperature 120 celsius. The product is ClC=1C=C(CN2CC(CC3=CC=CC=C23)N(C2=C3C(=NC(=N2)N)NN=C3)C)C=CC1Cl (N4-(1-(3,4-dichlorobenzyl)-1,2,3,4-tetrahydroquinolin-3-yl)-N4-methyl-1H-pyrazolo[3,4-d]pyrimidine-4,6-diamine). Isolated yield 59.3%. As a reaction SMILES: OC(C(F)(F)F)=O.[Cl:8][C:9]1[CH:10]=[C:11]([CH:25]=[CH:26][C:27]=1[Cl:28])[CH2:12][N:13]1[C:22]2[C:17](=[CH:18][CH:19]=[CH:20][CH:21]=2)[CH2:16][CH:15]([NH:23][CH3:24])[CH2:14]1.Cl[C:30]1[N:35]=[C:34]([NH2:36])[N:33]=[C:32]2[NH:37][N:38]=[CH:39][C:31]=12.C(N(C(C)C)CC)(C)C>CC(N(C)C)=O.O>[Cl:8][C:9]1[CH:10]=[C:11]([CH:25]=[CH:26][C:27]=1[Cl:28])[CH2:12][N:13]1[C:22]2[C:17](=[CH:18][CH:19]=[CH:20][CH:21]=2)[CH2:16][CH:15]([N:23]([CH3:24])[C:30]2[N:35]=[C:34]([NH2:36])[N:33]=[C:32]3[NH:37][N:38]=[CH:39][C:31]=23)[CH2:14]1 |f:0.1|. Reported procedure: A solution of 1-(3,4-dichlorobenzyl)-N-methyl-1,2,3,4-tetrahydroquinolin-3-amine TFA salt (200 mg, 0.52 mmol) and 4-chloro-1H-pyrazolo[3,4-d]pyrimidin-6-amine (211 mg, 1.24 mmol) in dimethylacetamide (5 mL) was treated with diisopropylethylamine (0.327 ml, 3.5 eq). The mixture was heated at 120° C. for 22 hours. The mixture was cooled to room temperature, diluted with water and extracted with ethyl acetate. The organic layer was separated, washed with water and dried. The residue was purified by... Reactants: O=S1(CCN(CC2=C1C=CC=C2)C2=NC1=CC=C(C=C1C(=C2)NCCSC)C)=O (2-(1,1-dioxido-2,3-dihydro-1,4-benzothiazepin-4(5H)-yl)-6-methyl-N-[2-(methylsulfanyl)ethyl]quinolin-4-amine), OO (hydrogen peroxide). Solvent: C(C)(=O)OCC (ethyl acetate), C(C)(=O)O (acetic acid). Conditions: time 2 hour. Product: O=S1(CCN(CC2=C1C=CC=C2)C2=NC1=CC=C(C=C1C(=C2)NCCS(=O)C)C)=O (2-(1,1-Dioxido-2,3-dihydro-1,4-benzothiazepin-4(5H)-yl)-6-methyl-N-[2-(methylsulfinyl)ethyl]quinolin-4-amine). As a reaction SMILES: [O:1]=[S:2]1(=[O:29])[C:8]2[CH:9]=[CH:10][CH:11]=[CH:12][C:7]=2[CH2:6][N:5]([C:13]2[CH:22]=[C:21]([NH:23][CH2:24][CH2:25][S:26][CH3:27])[C:20]3[C:15](=[CH:16][CH:17]=[C:18]([CH3:28])[CH:19]=3)[N:14]=2)[CH2:4][CH2:3]1.[OH:30]O>C(O)(=O)C.C(OCC)(=O)C>[O:29]=[S:2]1(=[O:1])[C:8]2[CH:9]=[CH:10][CH:11]=[CH:12][C:7]=2[CH2:6][N:5]([C:13]2[CH:22]=[C:21]([NH:23][CH2:24][CH2:25][S:26]([CH3:27])=[O:30])[C:20]3[C:15](=[CH:16][CH:17]=[C:18]([CH3:28])[CH:19]=3)[N:14]=2)[CH2:4][CH2:3]1. Procedure details: To a solution of 2-(1,1-dioxido-2,3-dihydro-1,4-benzothiazepin-4(5H)-yl)-6-methyl-N-[2-(methylsulfanyl)ethyl]quinolin-4-amine (300 mg, 0.70 mmol) in acetic acid (2 mL) was added hydrogen peroxide (0.5 mL) at room temperature. The mixture was stirred at room temperature for 2 hours. The resulting mixture was diluted with ethyl acetate (10 mL), washed with a saturated aqueous solution of sodium bicarbonate, dried over sodium sulfate, and concentrated in vacuo. The residue was purified by preparati... Starting materials: C(CCC)[Li] (n-Butyl lithium), C(C=CC=CC)(=O)N (hexa-2,4-dienoic acid amide), CCCCCC (hexane), O (water), C(=O)=O (carbon dioxide). The solvent is O1CCCC1 (tetrahydrofuran), CO (methanol). Conditions: temperature -78 celsius, time 1 hour. The product is N1(CCOCC1)CC#CC(=O)O (4-morpholin-4-yl-but-2-ynoic acid). Reaction SMILES: [CH2:1]([Li])[CH2:2][CH2:3]C.[C:6]([NH2:13])(=O)[CH:7]=CC=CC.[C:14](=[O:16])=[O:15].[OH2:17].CCCC[CH2:22][CH3:23]>O1CCCC1.CO>[N:13]1([CH2:3][C:2]#[C:1][C:14]([OH:16])=[O:15])[CH2:6][CH2:7][O:17][CH2:22][CH2:23]1. Procedure details: n-Butyl lithium in hexane (51 mL, 2.5M in n-hexane) was slowly added to hexa-2,4-dienoic acid amide (16 g, 128 mmol) in 200 mL of tetrahydrofuran under nitrogen. The mixture was stirred for 1 hr at −78° C., then dry carbon dioxide was passed through overnight. The resulting solution was poured into water and washed with ethyl acetate. The aqueous layer was evaporated under reduced pressure to give the crude acid. The dry acid was dissolved in methanol, and the insoluble salt was removed via filt... Reactants: COC=1C=C2C=CC(=C(C2=CC1)OC1=CC=C(C=C1)OCCN1CCCCC1)OS(=O)(=O)C(F)(F)F (trifluoromethanesulfonic acid 6-methoxy-1-[4-(2-piperidin-1-yl-ethoxy)-phenoxy]-naphthalen-2-yl ester), FC1=C(C=C(C=C1)F)B(O)O (2,5-difluorophenyl boronic acid), ClCCl (dichloromethane), [F-].[Cs+] (cesium fluoride). Reagents/catalysts: C1=CC=C(C=C1)P([C-]2C=CC=C2)C3=CC=CC=C3.C1=CC=C(C=C1)P([C-]2C=CC=C2)C3=CC=CC=C3.Cl[Pd]Cl.[Fe+2] ([1,1′-bis(diphenylphosphino)-ferrocene)dichloropalladium (II)). The solvent is C(C)#N (acetonitrile). Reaction conditions: temperature 90 celsius, time 4 hour. The product is Cl.FC1=C(C=C(C=C1)F)C1=C(C2=CC=C(C=C2C=C1)OC)OC1=CC=C(OCCN2CCCCC2)C=C1 (1-(2-{4-[2-(2,5-Difluoro-phenyl)-6-methoxy-naphthalen-1-yloxy]-phenoxy}-ethyl)-piperidine hydrochloride). Yield: 91.8%. Reaction SMILES: [CH3:1][O:2][C:3]1[CH:4]=[C:5]2[C:10](=[CH:11][CH:12]=1)[C:9]([O:13][C:14]1[CH:19]=[CH:18][C:17]([O:20][CH2:21][CH2:22][N:23]3[CH2:28][CH2:27][CH2:26][CH2:25][CH2:24]3)=[CH:16][CH:15]=1)=[C:8](OS(C(F)(F)F)(=O)=O)[CH:7]=[CH:6]2.[F:37][C:38]1[CH:43]=[CH:42][C:41]([F:44])=[CH:40][C:39]=1B(O)O.[Cl:48]CCl.[F-].[Cs+]>C1C=CC(P(C2C=CC=CC=2)[C-]2C=CC=C2)=CC=1.C1C=CC(P(C2C=CC=CC=2)[C-]2C=CC=C2)=CC=1.Cl[Pd]Cl.[Fe+2].C(#N)C>[ClH:48].[F:37][C:38]1[CH:43]=[CH:42][C:41]([F:44])=[CH:40][C:39]=1[C:8]1[CH:7]=[CH:6][C:5]2[C:10](=[CH:11][CH:12]=[C:3]([O:2][CH3:1])[CH:4]=2)[C:9]=1[O:13][C:14]1[CH:19]=[CH:18][C:17]([O:20][CH2:21][CH2:22][N:23]2[CH2:24][CH2:25][CH2:26][CH2:27][CH2:28]2)=[CH:16][CH:15]=1 |f:3.4,5.6.7.8,10.11|. Reported procedure: Combine trifluoromethanesulfonic acid 6-methoxy-1-[4-(2-piperidin-1-yl-ethoxy)-phenoxy]-naphthalen-2-yl ester (154 mg, 0.29 mmol), 2,5-difluorophenyl boronic acid (139 mg, 0.88 mmol), [1,1′-bis(diphenylphosphino)-ferrocene)dichloropalladium (II), complex with dichloromethane (1:1) (239 mg, 0.29 mmol), cesium fluoride (400 mg, 2.63 mmol) and acetonitrile (6 mL), stir and heat at 90° C. After 4 hours, cool to ambient temperature and remove solvent under vacuum. Suspend and sonicate the residue in ... Reactants: N1C=CC2=CC=CN=C12 (7-azaindole), ClC=1C=C(C(=O)OO)C=CC1 (m-chloroperoxybenzoic acid). Run in C(C)(=O)OCC (ethyl acetate), C(C)(=O)OCC (ethyl acetate). Conditions: time 4 hour. Product: [N+]=1(C=CC2=CC=CNC12)[O-] (7-azaindole N-oxide). The yield is 79.7%. Reaction SMILES: [NH:1]1[C:9]2[C:4](=[CH:5][CH:6]=[CH:7][N:8]=2)[CH:3]=[CH:2]1.ClC1C=C(C=CC=1)C(OO)=[O:15]>C(OCC)(=O)C>[N+:1]1([O-:15])[CH:2]=[CH:3][C:4]2[C:9]=1[NH:8][CH:7]=[CH:6][CH:5]=2. Procedure details: To a solution of 7-azaindole (84.8 g, 0.72 mol) in ethyl acetate (700 mL) at 0° C. was added a solution of m-chloroperoxybenzoic acid (19.6 g, 1.14 mol) in ethyl acetate (600 mL) over 1.5 h. The resulting solution was stirred at room temperature for 4 h. After cooling to 0° C., the resulting slurry was filtered and the solid was washed with ethyl acetate (3×30 mL), and the filtrate concentrated in vacuo. The residue was treated at 0° C. with an aqueous 30% potassium carbonate solution to pH 9.5˜...